From a dataset of the Open Reaction Database (ORD), a public repository of structured organic reaction records. describe an organic reaction: reactants, conditions, products, and yield Reactants: C(C)(=O)[O-].[NH4+] (Ammonium acetate), COC(CC(C(=O)C1=CC=C(C=C1)Br)NC(=O)[C@H]1N(CCC1)C(=O)OC(C)(C)C)=O ((2S)-tert-butyl 2-(4-(methoxy)-1-(4-bromophenyl)-1,4-dioxobutan-2-ylcarbamoyl)pyrrolidine-1-carboxylate). The solvent is C(C)(=O)OCC (ethyl acetate), C=1(C(=CC=CC1)C)C (xylene). Run at temperature 140 celsius, time 4 hour. The product is BrC1=CC=C(C=C1)C=1N=C(NC1CC(=O)OC)[C@H]1N(CCC1)C(=O)OC(C)(C)C ((S)-tert-butyl 2-(4-(4-bromophenyl)-5-(2-methoxy-2-oxoethyl)-1H-imidazol-2-yl)pyrrolidine-1-carboxylate). Isolated yield 46.4%. RXN SMILES: C([O-])(=O)C.[NH4+:5].[CH3:6][O:7][C:8](=[O:35])[CH2:9][CH:10]([NH:20][C:21]([C@@H:23]1[CH2:27][CH2:26][CH2:25][N:24]1[C:28]([O:30][C:31]([CH3:34])([CH3:33])[CH3:32])=[O:29])=O)[C:11]([C:13]1[CH:18]=[CH:17][C:16]([Br:19])=[CH:15][CH:14]=1)=O>C1(C)C(C)=CC=CC=1.C(OCC)(=O)C>[Br:19][C:16]1[CH:17]=[CH:18][C:13]([C:11]2[N:5]=[C:21]([C@@H:23]3[CH2:27][CH2:26][CH2:25][N:24]3[C:28]([O:30][C:31]([CH3:34])([CH3:33])[CH3:32])=[O:29])[NH:20][C:10]=2[CH2:9][C:8]([O:7][CH3:6])=[O:35])=[CH:14][CH:15]=1 |f:0.1|. Reported procedure: Ammonium acetate (9.4 g, 157 mmol) was added to a solution of Example J7, (2S)-tert-butyl 2-(4-(methoxy)-1-(4-bromophenyl)-1,4-dioxobutan-2-ylcarbamoyl)pyrrolidine-1-carboxylate (7.6 g, 15.7 mmol) in xylene (80 mL) and stirred for 4 hours at 140° C. in a screw capped 150 mL pressure vessel. After being cooled, the reaction mixture was diluted with ethyl acetate and washed with sat NaHCO3 and brine before being concentrated by rotory evaporation under high vacuum. The crude product was taken up i... Starting materials: Br, CC(=O)O, CS(C)=O, CC(C)c1ccccc1O, O. Product: CC(C)c1cc(Br)ccc1O. As a reaction SMILES: [BrH:19].[CH3:11][C:12](=[O:13])[OH:14].[CH3:15][S:16]([CH3:17])=[O:18].[CH3:1][CH:2]([CH3:3])[c:4]1[cH:5][cH:6][cH:7][cH:8][c:9]1[OH:10].[OH2:20]>>[CH3:1][CH:2]([CH3:3])[c:4]1[cH:5][c:6]([Br:19])[cH:7][cH:8][c:9]1[OH:10]. Starting materials: [BH4-], Cc1ccc(C=O)o1, COc1ccc(CCN)cc1OC, CCO, CO, [Na+]. The product is COc1ccc(CCNCc2ccc(C)o2)cc1OC. RXN SMILES: [BH4-:22].[CH3:14][c:15]1[cH:16][cH:17][c:18]([CH:20]=[O:21])[o:19]1.[CH3:1][O:2][c:3]1[cH:4][c:5]([CH2:11][CH2:12][NH2:13])[cH:6][cH:7][c:8]1[O:9][CH3:10].[CH3:24][CH2:25][OH:26].[CH3:27][OH:28].[Na+:23]>>[CH3:1][O:2][c:3]1[cH:4][c:5]([CH2:11][CH2:12][NH:13][CH2:20][c:18]2[cH:17][cH:16][c:15]([CH3:14])[o:19]2)[cH:6][cH:7][c:8]1[O:9][CH3:10]. Reactants: CC(C)C(=O)Cl, ClC(Cl)Cl, [K+], Nc1cn2c(c(OCc3ccccc3)c1=O)C(=O)N(Cc1ccc(F)c(Cl)c1)CC2, O=S(=O)([O-])O, c1ccncc1. The product is CC(C)C(=O)Nc1cn2c(c(OCc3ccccc3)c1=O)C(=O)N(Cc1ccc(F)c(Cl)c1)CC2. Reaction SMILES: [C:37]([CH:38]([CH3:39])[CH3:40])(=[O:41])[Cl:42].[CH:49]([Cl:50])([Cl:51])[Cl:52].[K+:48].[NH2:1][c:2]1[c:3](=[O:30])[c:4]([O:22][CH2:23][c:24]2[cH:25][cH:26][cH:27][cH:28][cH:29]2)[c:5]2[n:6]([cH:21]1)[CH2:7][CH2:8][N:9]([CH2:12][c:13]1[cH:14][c:15]([Cl:20])[c:16]([F:19])[cH:17][cH:18]1)[C:10]2=[O:11].[S:43]([O-:44])([OH:45])(=[O:46])=[O:47].[cH:31]1[cH:32][cH:33][n:34][cH:35][cH:36]1>>[NH:1]([c:2]1[c:3](=[O:30])[c:4]([O:22][CH2:23][c:24]2[cH:25][cH:26][cH:27][cH:28][cH:29]2)[c:5]2[n:6]([cH:21]1)[CH2:7][CH2:8][N:9]([CH2:12][c:13]1[cH:14][c:15]([Cl:20])[c:16]([F:19])[cH:17][cH:18]1)[C:10]2=[O:11])[C:37]([CH:38]([CH3:39])[CH3:40])=[O:41]. The reactants are C(CC)C1=CC=2C(=NC=CC2)N1 (2-propyl-1H-pyrrolo-[2,3-b]pyridine), [H-].[Na+] (NaH), C(C)(C)(C)OC(=O)C1=C(C=CC=C1)C1=CC=C(C=C1)CBr (2-t-butoxycarbonyl-4'-bromomethylbiphenyl). The solvent is O (Water). Reaction conditions: time 20 minute. Product: N1C=CC=2C1=NC=CC2 (1H-pyrrolo[2,3-b]pyridine). As a reaction SMILES: C([C:4]1[NH:12][C:7]2=[N:8][CH:9]=[CH:10][CH:11]=[C:6]2[CH:5]=1)CC.[H-].[Na+].C(OC(C1C=CC=CC=1C1C=CC(CBr)=CC=1)=O)(C)(C)C>O>[NH:12]1[C:7]2=[N:8][CH:9]=[CH:10][CH:11]=[C:6]2[CH:5]=[CH:4]1 |f:1.2|. Procedure: To a mixture of 2-propyl-1H-pyrrolo[2,3-b]-pyridine prepared in Example 1 step 3 (0.1M in DMF) is added NaH (1.1 equivalent of an 80% dispersion in oil, 0.271 mmol). After 20 min, 2-t-butoxycarbonyl-4'-bromomethylbiphenyl (1.1 equivalent) is added and the mixture is stirred for 30 min. Water is added and the mixture extracted with EtOAc. Purification by flash chromatography (SiO2, 25% EtOAc/hexanes) gives 2-propyl-1-[(2'-t-butoxycarbonyl)-[1,1']-biphenyl-4-yl)methyl]-1H-pyrrolo[2,3-b]pyridine.